From a dataset of the Open Reaction Database (ORD), a public repository of structured organic reaction records. describe an organic reaction: reactants, conditions, products, and yield The reactants are O=C(O)CN1C(=O)C(NC(=O)c2cc3cc(Cl)sc3[nH]2)Cc2ccccc21, C1CCOC1, CCN=C=NCCCN(C)C, CN(C)c1ccncc1, CN(C)C=O, O, OC1CCNCC1. The product is O=C(NC1Cc2ccccc2N(CC(=O)N2CCC(O)CC2)C1=O)c1cc2cc(Cl)sc2[nH]1. As a reaction SMILES: [C:8](=[O:9])([OH:10])[CH2:11][N:12]1[C:13](=[O:34])[CH:14]([NH:22][C:23](=[O:24])[c:25]2[cH:26][c:27]3[c:28]([nH:29]2)[s:30][c:31]([Cl:33])[cH:32]3)[CH2:15][c:16]2[cH:17][cH:18][cH:19][cH:20][c:21]21.[CH2:60]1[O:61][CH2:62][CH2:63][CH2:64]1.[CH3:35][CH2:36][N:37]=[C:38]=[N:39][CH2:40][CH2:41][CH2:42][N:43]([CH3:44])[CH3:45].[CH3:51][N:52]([CH3:53])[c:54]1[cH:55][cH:56][n:57][cH:58][cH:59]1.[O:46]=[CH:47][N:48]([CH3:49])[CH3:50].[OH2:65].[OH:1][CH:2]1[CH2:3][CH2:4][NH:5][CH2:6][CH2:7]1>>[OH:1][CH:2]1[CH2:3][CH2:4][N:5]([C:8](=[O:9])[CH2:11][N:12]2[C:13](=[O:34])[CH:14]([NH:22][C:23](=[O:24])[c:25]3[cH:26][c:27]4[c:28]([nH:29]3)[s:30][c:31]([Cl:33])[cH:32]4)[CH2:15][c:16]3[cH:17][cH:18][cH:19][cH:20][c:21]32)[CH2:6][CH2:7]1. Reactants: Cl.CNC (dimethlyamine hydrochloride), C[Al](C)C (AlMe3), O (water), COC(C1=CC(=C(C=C1)N1N=CN=C1)C1=NC2=C(N1C(C)(C)C)C=CC(=C2)C=2C=NC(=NC2)N)=O (3-[5-(2-Amino-pyrimidin-5-yl)-1-tert-butyl-1H-benzoimidazol-2-yl]-4-[1,2,4]triazol-1-yl-benzoic acid methyl ester). Run in C1(=CC=CC=C1)C (toluene). Reaction conditions: temperature 90 celsius, time 15 minute. The product is NC1=NC=C(C=N1)C1=CC2=C(N(C(=N2)C=2C=C(C(=O)NC)C=CC2N2N=CN=C2)C(C)(C)C)C=C1 (3-[5-(2-Amino-pyrimidin-5-yl)-1-tert-butyl-1H-benzoimidazol-2-yl]-N-methyl-4-[1,2,4]triazol-1-yl-benzamide). Yield: 24.2%. RXN SMILES: Cl.[CH3:2][NH:3]C.C[Al](C)C.C[O:10][C:11](=O)[C:12]1[CH:17]=[CH:16][C:15]([N:18]2[CH:22]=[N:21][CH:20]=[N:19]2)=[C:14]([C:23]2[N:27]([C:28]([CH3:31])([CH3:30])[CH3:29])[C:26]3[CH:32]=[CH:33][C:34]([C:36]4[CH:37]=[N:38][C:39]([NH2:42])=[N:40][CH:41]=4)=[CH:35][C:25]=3[N:24]=2)[CH:13]=1.O>C1(C)C=CC=CC=1>[NH2:42][C:39]1[N:38]=[CH:37][C:36]([C:34]2[CH:33]=[CH:32][C:26]3[N:27]([C:28]([CH3:29])([CH3:30])[CH3:31])[C:23]([C:14]4[CH:13]=[C:12]([CH:17]=[CH:16][C:15]=4[N:18]4[CH:22]=[N:21][CH:20]=[N:19]4)[C:11]([NH:3][CH3:2])=[O:10])=[N:24][C:25]=3[CH:35]=2)=[CH:41][N:40]=1 |f:0.1|. Procedure details: To a solution of dimethlyamine hydrochloride (20 mg, 0.3 mmol) in dry toluene (8 mL) is added AlMe3 (0.22 mL, 0.45 mmol) at room temperature. The solution is stirred at the same temperature for 15 minutes. 3-[5-(2-Amino-pyrimidin-5-yl)-1-tert-butyl-1H-benzoimidazol-2-yl]-4-[1,2,4]triazol-1-yl-benzoic acid methyl ester (example 7) (70 mg, 0.15 mmol) is added to the solution and it is heated to 90° C. for 12 hours. The mixture is cooled down to room temperature and water (10 mL) is added. The mixt... Reactants: CC1=NN(C(=C1)C)CC(=O)N1CCN(CC1)C1=C(C(=O)O)C=CC=C1 (2-{4-[2-(3,5-dimethyl-pyrazol-1-yl)-acetyl]-piperazin-1-yl}-benzoic acid), C(C(=O)Cl)(=O)Cl (oxalyl chloride), NC1=CC=NC=C1 (4-aminopyridine), C(C)(C)N(CC)C(C)C (diisopropylethyl amine). Reagents/catalysts: CN(C)C=O (DMF). The solvent is C(Cl)Cl (CH2Cl2). Run at time 16 hour. Product: CC1=NN(C(=C1)C)CC(=O)N1CCN(CC1)C1=C(C(=O)NC2=CC=NC=C2)C=CC=C1 (2-{4-[2-(3,5-Dimethyl-pyrazol-1-yl)-acetyl]-piperazin-1-yl}-N-pyridin-4-yl-benzamide). Isolated yield 63.0%. Reaction SMILES: [CH3:1][C:2]1[CH:6]=[C:5]([CH3:7])[N:4]([CH2:8][C:9]([N:11]2[CH2:16][CH2:15][N:14]([C:17]3[CH:25]=[CH:24][CH:23]=[CH:22][C:18]=3[C:19](O)=[O:20])[CH2:13][CH2:12]2)=[O:10])[N:3]=1.C(Cl)(=O)C(Cl)=O.[NH2:32][C:33]1[CH:38]=[CH:37][N:36]=[CH:35][CH:34]=1.C(N(C(C)C)CC)(C)C>C(Cl)Cl.CN(C=O)C>[CH3:1][C:2]1[CH:6]=[C:5]([CH3:7])[N:4]([CH2:8][C:9]([N:11]2[CH2:12][CH2:13][N:14]([C:17]3[CH:25]=[CH:24][CH:23]=[CH:22][C:18]=3[C:19]([NH:32][C:33]3[CH:38]=[CH:37][N:36]=[CH:35][CH:34]=3)=[O:20])[CH2:15][CH2:16]2)=[O:10])[N:3]=1. Reported procedure: To 2-{4-[2-(3,5-dimethyl-pyrazol-1-yl)-acetyl]-piperazin-1-yl}-benzoic acid (0.051 g, 0.150 mmol) in 2 mL of CH2Cl2 at 4° C. is added 2 M oxalyl chloride solution (0.100 mL, 0.200 mmol) and 2 drops of dry DMF. The mixture is allowed to warm to room temperature over 1 h. To this is added 4-aminopyridine in one portion and diisopropylethyl amine (0.100 mL, 0.310 mmol). The mixture is stirred for 16 h. The mixture is concentrated and then purified via preparative HPLC (20-80% CH3CN/H2O). The produc...